The task is: describe an organic reaction: reactants, conditions, products, and yield. This data is from the Open Reaction Database (ORD), a public repository of structured organic reaction records. Starting materials: CC(=O)O, CC(=O)O[BH-](OC(C)=O)OC(C)=O, CCc1c(C=O)cccc1-c1nnc(-c2ccc(CC(C)C)c(C#N)c2)s1, CCO, ClCCl, CCOC(=O)C1CCNCC1, [Na+], O. Product: CCOC(=O)C1CCN(Cc2cccc(-c3nnc(-c4ccc(CC(C)C)c(C#N)c4)s3)c2CC)CC1. As a reaction SMILES: [C:39]([OH:40])(=[O:41])[CH3:42].[C:43]([O:44][BH-:45]([O:46][C:47](=[O:48])[CH3:49])[O:50][C:51](=[O:52])[CH3:53])(=[O:54])[CH3:55].[CH2:1]([CH3:2])[c:3]1[c:4](-[c:11]2[n:12][n:13][c:14](-[c:16]3[cH:17][cH:18][c:19]([CH2:24][CH:25]([CH3:26])[CH3:27])[c:20]([C:21]#[N:22])[cH:23]3)[s:15]2)[cH:5][cH:6][cH:7][c:8]1[CH:9]=[O:10].[CH3:57][CH2:58][OH:59].[Cl:60][CH2:61][Cl:62].[NH:28]1[CH2:29][CH2:30][CH:31]([C:34](=[O:35])[O:36][CH2:37][CH3:38])[CH2:32][CH2:33]1.[Na+:56].[OH2:63]>>[CH2:1]([CH3:2])[c:3]1[c:4](-[c:11]2[n:12][n:13][c:14](-[c:16]3[cH:17][cH:18][c:19]([CH2:24][CH:25]([CH3:26])[CH3:27])[c:20]([C:21]#[N:22])[cH:23]3)[s:15]2)[cH:5][cH:6][cH:7][c:8]1[CH2:9][N:28]1[CH2:29][CH2:30][CH:31]([C:34](=[O:35])[O:36][CH2:37][CH3:38])[CH2:32][CH2:33]1. Reactants: C(C)=O (acetaldehyde), NC1=CC=CC(=N1)NS(=O)(=O)C1=CC=C(C=C1)C1=CC=C(C=C1)C#N (N-(6-Aminopyridin-2-yl)4′-cyanobiphenyl-4-sulfonamide), resultant suspension, C(#N)[BH3-].[Na+] (sodium cyanoborohydride). The solvent is CO (methanol), C([O-])(O)=O.[Na+] (sodium bicarbonate). Conditions: time 6 hour. Yields the product C(#N)C1=CC=C(C=C1)C1=CC=C(C=C1)S(=O)(=O)NC1=NC(=CC=C1)NCC (4′-cyano-N-[6-(ethylamino)pyridin-2-yl]biphenyl4-sulfonamide). Isolated yield 63.2%. Reaction SMILES: [NH2:1][C:2]1[N:7]=[C:6]([NH:8][S:9]([C:12]2[CH:17]=[CH:16][C:15]([C:18]3[CH:23]=[CH:22][C:21]([C:24]#[N:25])=[CH:20][CH:19]=3)=[CH:14][CH:13]=2)(=[O:11])=[O:10])[CH:5]=[CH:4][CH:3]=1.[CH:26](=O)[CH3:27].C([BH3-])#N.[Na+]>CO.C(=O)(O)[O-].[Na+]>[C:24]([C:21]1[CH:22]=[CH:23][C:18]([C:15]2[CH:16]=[CH:17][C:12]([S:9]([NH:8][C:6]3[CH:5]=[CH:4][CH:3]=[C:2]([NH:1][CH2:26][CH3:27])[N:7]=3)(=[O:11])=[O:10])=[CH:13][CH:14]=2)=[CH:19][CH:20]=1)#[N:25] |f:2.3,5.6|. Procedure: To a suspension of N-(6-Aminopyridin-2-yl)4′-cyanobiphenyl-4-sulfonamide (0.08 g, 0.23 mmol) in methanol (1 mL) was added acetaldehyde (0.02 mL, 0.34 mmol)) and molecular sieves (4 Å) were added. The resultant suspension was stirred for 30 minutes before the addition of sodium cyanoborohydride (0.043 g, 0.70 mmol). After 6 h, the reaction mixture was diluted with saturated aqueous sodium bicarbonate, and the aqueous layer was extracted with dichloromethane (2×10 mL). The combined organic layers ... Reactants: N[C@@H]([C@@H](C)CC)C(=O)N[C@@H](CCCCN)C(=O)N[C@@H](CO)C(=O)N[C@@H](C(C)C)C(=O)N[C@@H](CCCNC(N)=N)C(=O)N[C@@H](CO)C(=O)N[C@@H](CCCCN)C(=O)N[C@@H](CCCCN)C(=O)N[C@@H]([C@H](O)C)C(=O)N[C@@H](C)C(=O)N[C@@H](CCCCN)C(=O)N[C@@H](CC1=CN(C2=CC=CC=C12)C=O)C(=O)N[C@@H](CC(N)=O)C(=O)O (H-Ile-Lys-Ser-Val-Arg-Ser-Lys-Lys-Thr-Ala-Lys-Trp(CHO)-Asn-OH), [OH-].[NH4+] (ammonium hydroxide). Run in C(C)(=O)O (acetic acid). Product: N[C@@H]([C@@H](C)CC)C(=O)N[C@@H](CCCCN)C(=O)N[C@@H](CO)C(=O)N[C@@H](C(C)C)C(=O)N[C@@H](CCCNC(N)=N)C(=O)N[C@@H](CO)C(=O)N[C@@H](CCCCN)C(=O)N[C@@H](CCCCN)C(=O)N[C@@H]([C@H](O)C)C(=O)N[C@@H](C)C(=O)N[C@@H](CCCCN)C(=O)N[C@@H](CC1=CNC2=CC=CC=C12)C(=O)N[C@@H](CC(N)=O)C(=O)O (H-Ile-Lys-Ser-Val-Arg-Ser-Lys-Lys-Thr-Ala-Lys-Trp-Asn-OH). Yield: 98.0%. As a reaction SMILES: [NH2:1][C@H:2]([C:7]([NH:9][C@H:10]([C:16]([NH:18][C@H:19]([C:22]([NH:24][C@H:25]([C:29]([NH:31][C@H:32]([C:40]([NH:42][C@H:43]([C:46]([NH:48][C@H:49]([C:55]([NH:57][C@H:58]([C:64]([NH:66][C@H:67]([C:71]([NH:73][C@H:74]([C:76]([NH:78][C@H:79]([C:85]([NH:87][C@H:88]([C:101]([NH:103][C@H:104]([C:109]([OH:111])=[O:110])[CH2:105][C:106](=[O:108])[NH2:107])=[O:102])[CH2:89][C:90]1[C:98]2[C:93](=[CH:94][CH:95]=[CH:96][CH:97]=2)[N:92](C=O)[CH:91]=1)=[O:86])[CH2:80][CH2:81][CH2:82][CH2:83][NH2:84])=[O:77])[CH3:75])=[O:72])[C@@H:68]([CH3:70])[OH:69])=[O:65])[CH2:59][CH2:60][CH2:61][CH2:62][NH2:63])=[O:56])[CH2:50][CH2:51][CH2:52][CH2:53][NH2:54])=[O:47])[CH2:44][OH:45])=[O:41])[CH2:33][CH2:34][CH2:35][NH:36][C:37](=[NH:39])[NH2:38])=[O:30])[CH:26]([CH3:28])[CH3:27])=[O:23])[CH2:20][OH:21])=[O:17])[CH2:11][CH2:12][CH2:13][CH2:14][NH2:15])=[O:8])[C@H:3]([CH2:5][CH3:6])[CH3:4].[OH-].[NH4+]>C(O)(=O)C>[NH2:1][C@H:2]([C:7]([NH:9][C@H:10]([C:16]([NH:18][C@H:19]([C:22]([NH:24][C@H:25]([C:29]([NH:31][C@H:32]([C:40]([NH:42][C@H:43]([C:46]([NH:48][C@H:49]([C:55]([NH:57][C@H:58]([C:64]([NH:66][C@H:67]([C:71]([NH:73][C@H:74]([C:76]([NH:78][C@H:79]([C:85]([NH:87][C@H:88]([C:101]([NH:103][C@H:104]([C:109]([OH:111])=[O:110])[CH2:105][C:106](=[O:108])[NH2:107])=[O:102])[CH2:89][C:90]1[C:98]2[C:93](=[CH:94][CH:95]=[CH:96][CH:97]=2)[NH:92][CH:91]=1)=[O:86])[CH2:80][CH2:81][CH2:82][CH2:83][NH2:84])=[O:77])[CH3:75])=[O:72])[C@@H:68]([CH3:70])[OH:69])=[O:65])[CH2:59][CH2:60][CH2:61][CH2:62][NH2:63])=[O:56])[CH2:50][CH2:51][CH2:52][CH2:53][NH2:54])=[O:47])[CH2:44][OH:45])=[O:41])[CH2:33][CH2:34][CH2:35][NH:36][C:37](=[NH:38])[NH2:39])=[O:30])[CH:26]([CH3:28])[CH3:27])=[O:23])[CH2:20][OH:21])=[O:17])[CH2:11][CH2:12][CH2:13][CH2:14][NH2:15])=[O:8])[C@H:3]([CH2:5][CH3:6])[CH3:4] |f:1.2|. Procedure details: H-Ile-Lys-Ser-Val-Arg-Ser-Lys-Lys-Thr-Ala-Lys-Trp(CHO)-Asn-OH (3) (460 mg) was treated with 0.15M ammonium hydroxide (200 mg) at room temperature for 40 minutes. The reaction mixture was neutralized with acetic acid (2.5 ml) and concentrated. The concentrate was chromatographed on a Sephadex LH-20 column (3.2×65 cm, 1% acetic acid) for desalting and lyophilized to give crude H-Ile-Lys-Ser-Val-Arg-Ser-Lys-Lys-Thr-Ala-Lys-Trp-Asn-OH (4) (443 mg). The reactants are Brc1sccc1-c1ccccc1, Brc1cc(-c2ccccc2)cs1, CCOC(=O)N1CCNCC1, CC(C)(C)[O-], Cc1ccccc1, [Na+], O=C(C=Cc1ccccc1)C=Cc1ccccc1, O=C(C=Cc1ccccc1)C=Cc1ccccc1, O=C(C=Cc1ccccc1)C=Cc1ccccc1, [Pd], [Pd], c1ccc(P(c2ccccc2)c2ccc3ccccc3c2-c2c(P(c3ccccc3)c3ccccc3)ccc3ccccc23)cc1. Product: CCOC(=O)N1CCN(c2cc(-c3ccccc3)cs2)CC1. Reaction SMILES: [Br:13][c:14]1[s:15][cH:16][cH:17][c:18]1-[c:19]1[cH:20][cH:21][cH:22][cH:23][cH:24]1.[Br:1][c:2]1[s:3][cH:4][c:5](-[c:7]2[cH:8][cH:9][cH:10][cH:11][cH:12]2)[cH:6]1.[CH2:25]([CH3:26])[O:27][C:28](=[O:29])[N:30]1[CH2:31][CH2:32][NH:33][CH2:34][CH2:35]1.[CH3:36][C:37]([CH3:38])([O-:39])[CH3:40].[CH3:88][c:89]1[cH:90][cH:91][cH:92][cH:93][cH:94]1.[Na+:41].[O:115]=[C:116]([CH:117]=[CH:118][c:119]1[cH:120][cH:121][cH:122][cH:123][cH:124]1)[CH:125]=[CH:126][c:127]1[cH:128][cH:129][cH:130][cH:131][cH:132]1.[O:133]=[C:134]([CH:135]=[CH:136][c:137]1[cH:138][cH:139][cH:140][cH:141][cH:142]1)[CH:143]=[CH:144][c:145]1[cH:146][cH:147][cH:148][cH:149][cH:150]1.[O:97]=[C:98]([CH:99]=[CH:100][c:101]1[cH:102][cH:103][cH:104][cH:105][cH:106]1)[CH:107]=[CH:108][c:109]1[cH:110][cH:111][cH:112][cH:113][cH:114]1.[Pd:95].[Pd:96].[c:42]1([P:43]([c:44]2[cH:45][cH:46][cH:47][cH:48][cH:49]2)[c:50]2[cH:51][cH:52][c:53]3[c:54]([cH:55][cH:56][cH:57][cH:58]3)[c:59]2-[c:60]2[c:61]3[c:62]([cH:63][cH:64][cH:65][cH:66]3)[cH:67][cH:68][c:69]2[P:70]([c:71]2[cH:72][cH:73][cH:74][cH:75][cH:76]2)[c:77]2[cH:78][cH:79][cH:80][cH:81][cH:82]2)[cH:83][cH:84][cH:85][cH:86][cH:87]1>>[c:2]1([N:33]2[CH2:32][CH2:31][N:30]([C:28]([O:27][CH2:25][CH3:26])=[O:29])[CH2:35][CH2:34]2)[s:3][cH:4][c:5](-[c:7]2[cH:8][cH:9][cH:10][cH:11][cH:12]2)[cH:6]1. The reactants are CCOC(=O)C=Cc1ccc(NC2CCN(C(=O)OC(C)(C)C)C2)nc1, C1CCOC1, CO, [Na+], [OH-]. Yields the product CC(C)(C)OC(=O)N1CCC(Nc2ccc(C=CC(=O)O)cn2)C1. RXN SMILES: [CH2:1]([CH3:2])[O:3][C:4]([CH:5]=[CH:6][c:7]1[cH:8][cH:9][c:10]([NH:13][CH:14]2[CH2:15][N:16]([C:19](=[O:20])[O:21][C:22]([CH3:23])([CH3:24])[CH3:25])[CH2:17][CH2:18]2)[n:11][cH:12]1)=[O:26].[CH2:31]1[O:32][CH2:33][CH2:34][CH2:35]1.[CH3:29][OH:30].[Na+:28].[OH-:27]>>[O:3]=[C:4]([CH:5]=[CH:6][c:7]1[cH:8][cH:9][c:10]([NH:13][CH:14]2[CH2:15][N:16]([C:19](=[O:20])[O:21][C:22]([CH3:23])([CH3:24])[CH3:25])[CH2:17][CH2:18]2)[n:11][cH:12]1)[OH:26]. Reactants: CC(=O)OC(C)=O, CCOCC, CN(C)c1ccncc1, CO, ClCCl, ClCCl, C=CC(O)c1[nH]c(=O)c2c(ccc3nc(Nc4ccc(F)cc4C)n(C)c32)c1C. The product is C=CC(OC(C)=O)c1[nH]c(=O)c2c(ccc3nc(Nc4ccc(F)cc4C)n(C)c32)c1C. RXN SMILES: [CH3:30][C:31](=[O:32])[O:33][C:34](=[O:35])[CH3:36].[CH3:37][CH2:38][O:39][CH2:40][CH3:41].[CH3:42][N:43]([c:44]1[cH:45][cH:46][n:47][cH:48][cH:49]1)[CH3:50].[CH3:54][OH:55].[Cl:51][CH2:52][Cl:53].[Cl:56][CH2:57][Cl:58].[F:1][c:2]1[cH:3][c:4]([CH3:29])[c:5]([NH:8][c:9]2[n:10]([CH3:28])[c:11]3[c:12]([cH:13][cH:14][c:15]4[c:16]([CH3:26])[c:17]([CH:22]([CH:23]=[CH2:24])[OH:25])[nH:18][c:19](=[O:21])[c:20]34)[n:27]2)[cH:6][cH:7]1>>[F:1][c:2]1[cH:3][c:4]([CH3:29])[c:5]([NH:8][c:9]2[n:10]([CH3:28])[c:11]3[c:12]([cH:13][cH:14][c:15]4[c:16]([CH3:26])[c:17]([CH:22]([CH:23]=[CH2:24])[O:25][C:31]([CH3:30])=[O:32])[nH:18][c:19](=[O:21])[c:20]34)[n:27]2)[cH:6][cH:7]1.